This data is from the Open Reaction Database (ORD), a public repository of structured organic reaction records. The task is: describe an organic reaction: reactants, conditions, products, and yield Starting materials: C1(=CC=C(C=C1)C(=O)C1=CC=C2N1CCC2C(=O)[O-])C.[K+] (potassium 5-p-toluoyl-1,2-dihydro-3H-pyrrolo[1,2-a]pyrrole-1-carboxylate), [Cl-].[NH4+] (ammonium chloride), C([O-])([O-])=O.[Ca+2] (calcium carbonate), [Ca] (calcium), C([O-])([O-])=O.[Ca+2] (calcium carbonate), C1(=CC=C(C=C1)C(=O)C1=CC=C2N1CCC2C(=O)[O-])C.[K+] (potassium 5-p-toluoyl-1,2-dihydro-3H-pyrrolo[1,2-a]pyrrole-1-carboxylate). The solvent is O (water), Cl (hydrochloric acid). Yields the product C1(=CC=C(C=C1)C(=O)C1=CC=C2N1CCC2C(=O)[O-])C.[Ca+2].C2(=CC=C(C=C2)C(=O)C2=CC=C1N2CCC1C(=O)[O-])C (calcium 5-p-toluoyl-1,2-dihydro-3H-pyrrolo[1,2-a]pyrrole-1-carboxylate). RXN SMILES: [C:1]1([CH3:20])[CH:6]=[CH:5][C:4]([C:7]([C:9]2[N:13]3[CH2:14][CH2:15][CH:16]([C:17]([O-:19])=[O:18])[C:12]3=[CH:11][CH:10]=2)=[O:8])=[CH:3][CH:2]=1.[K+].C(=O)([O-])[O-].[Ca+2:26].[Cl-].[NH4+].[Ca]>Cl.O>[C:1]1([CH3:20])[CH:2]=[CH:3][C:4]([C:7]([C:9]2[N:13]3[CH2:14][CH2:15][CH:16]([C:17]([O-:19])=[O:18])[C:12]3=[CH:11][CH:10]=2)=[O:8])=[CH:5][CH:6]=1.[Ca+2:26].[C:1]1([CH3:20])[CH:2]=[CH:3][C:4]([C:7]([C:9]2[N:13]3[CH2:14][CH2:15][CH:16]([C:17]([O-:19])=[O:18])[C:12]3=[CH:11][CH:10]=2)=[O:8])=[CH:5][CH:6]=1 |f:0.1,2.3,4.5,9.10.11|. Procedure details: To a solution of 175 mg. of 5-p-toluoyl-1,2-dihydro-3H-pyrrolo[1,2-a]pyrrole-1-carboxylic acid in 5 ml. of methanol is added 1 molar equivalent of potassium hydroxide, in the form of a 0.1N solution, thus yielding a solution containing potassium 5-p-toluoyl-1,2-dihydro-3H-pyrrolo[1,2-a]pyrrole-1-carboxylate. A solution of 40 mg. of calcium carbonate dissolved in the minimum amount of 1N hydrochloric acid necessary to effect solution of the calcium carbonate, is buffered with 100 mg. of solid amm... Reactants: CC(C)(C)OC(=O)NCc1ccc(CN)cc1, CCN=C=NCCCN(C)C, CN1CCOCC1, CN(C)C=O, Cl, O=C(O)c1cccnc1Oc1ccc(F)cc1, On1nnc2ccccc21. Yields the product CC(C)(C)OC(=O)NCc1ccc(CNC(=O)c2cccnc2Oc2ccc(F)cc2)cc1. Reaction SMILES: [C:40]([CH3:41])([CH3:42])([CH3:43])[O:44][C:45]([NH:46][CH2:47][c:48]1[cH:49][cH:50][c:51]([CH2:54][NH2:55])[cH:52][cH:53]1)=[O:56].[CH3:29][N:30]([CH3:31])[CH2:32][CH2:33][CH2:34][N:35]=[C:36]=[N:37][CH2:38][CH3:39].[CH3:57][N:58]1[CH2:59][CH2:60][O:61][CH2:62][CH2:63]1.[CH3:64][N:65]([CH3:66])[CH:67]=[O:68].[ClH:28].[F:1][c:2]1[cH:3][cH:4][c:5]([O:6][c:7]2[c:8]([C:9](=[O:10])[OH:11])[cH:12][cH:13][cH:14][n:15]2)[cH:16][cH:17]1.[OH:18][n:19]1[c:20]2[cH:21][cH:22][cH:23][cH:24][c:25]2[n:26][n:27]1>>[F:1][c:2]1[cH:3][cH:4][c:5]([O:6][c:7]2[c:8]([C:9](=[O:11])[NH:55][CH2:54][c:51]3[cH:50][cH:49][c:48]([CH2:47][NH:46][C:45]([O:44][C:40]([CH3:41])([CH3:42])[CH3:43])=[O:56])[cH:53][cH:52]3)[cH:12][cH:13][cH:14][n:15]2)[cH:16][cH:17]1. Reactants: CC1(C(F)(F)F)CC(N=[N+]=[N-])c2cc(Br)ccc2O1, O, c1ccc(P(c2ccccc2)c2ccccc2)cc1. The product is CC1(C(F)(F)F)CC(N)c2cc(Br)ccc2O1. Reaction SMILES: [N:1](=[N+:2]=[N-:3])[CH:4]1[CH2:5][C:6]([C:15]([F:16])([F:17])[F:18])([CH3:19])[O:7][c:8]2[cH:9][cH:10][c:11]([Br:14])[cH:12][c:13]21.[OH2:39].[c:20]1([P:21]([c:22]2[cH:23][cH:24][cH:25][cH:26][cH:27]2)[c:28]2[cH:29][cH:30][cH:31][cH:32][cH:33]2)[cH:34][cH:35][cH:36][cH:37][cH:38]1>>[NH2:1][CH:4]1[CH2:5][C:6]([C:15]([F:16])([F:17])[F:18])([CH3:19])[O:7][c:8]2[cH:9][cH:10][c:11]([Br:14])[cH:12][c:13]21. Reactants: [N+](=O)([O-])C=1C=CC2=C(CC(C3=C(S2)C=CC(=C3)C(C(=O)O)C)=O)C1 (2-(10,11-dihydro-8-nitro-11-oxodibenzo[b,f]-thiepin-2-yl)-propionic acid), diazomethaneether solution, CO (methanol), C(O)([O-])=O.[Na+] (sodium hydrogen carbonate). The solvent is C(C)(=O)O (acetic acid). Reaction conditions: time 30 minute. Yields the product [N+](=O)([O-])C=1C=CC2=C(CC(C3=C(S2)C=CC(=C3)C(C(=O)OC)C)=O)C1 (methyl 2-(10,11-dihydro-8-nitro-11-oxodibenzo[b,f]thiepin-2-yl)-propionate). Yield: 57.0%. RXN SMILES: [N+:1]([C:4]1[CH:5]=[CH:6][C:7]2[S:13][C:12]3[CH:14]=[CH:15][C:16]([CH:18]([CH3:22])[C:19]([OH:21])=[O:20])=[CH:17][C:11]=3[C:10](=[O:23])[CH2:9][C:8]=2[CH:24]=1)([O-:3])=[O:2].CO.[C:27](=O)([O-])O.[Na+]>C(O)(=O)C>[N+:1]([C:4]1[CH:5]=[CH:6][C:7]2[S:13][C:12]3[CH:14]=[CH:15][C:16]([CH:18]([CH3:22])[C:19]([O:21][CH3:27])=[O:20])=[CH:17][C:11]=3[C:10](=[O:23])[CH2:9][C:8]=2[CH:24]=1)([O-:3])=[O:2] |f:2.3|. Procedure: To 72 mg of 2-(10,11-dihydro-8-nitro-11-oxodibenzo[b,f]-thiepin-2-yl)-propionic acid were added 10 ml of a diazomethaneether solution and 1 ml of methanol, and the mixture was stirred at room temperature for 30 minutes. To this was added acetic acid, and the mixture was made alkaline with a saturated sodium hydrogen carbonate solution and then extracted with benzene. The extract was washed with a saturated sodium chloride solution and dried over anhydrous sodium sulfate. The solvent was removed ... The reactants are C1CCOC1 (THF), [OH-].[Na+] (sodium hydroxide), FC1=C(C(=CC(=C1)C(NC=1SC2=C(N1)C1=CC=CC(=C1CC2)CCC(CCC)OC)=O)F)C=C(C(=O)OCC)C (ethyl 3-{2,6-difluoro-4-[4,5-dihydro-6-(3-methyloxyhexyl)naphtho[1,2-d]thiazol-2-ylcarbamoyl]phenyl}-2-methylacrylate), Cl (hydrochloric acid). The solvent is CO (methanol). Conditions: time 3 hour. Yields the product FC1=C(C(=CC(=C1)C(NC=1SC2=C(N1)C1=CC=CC(=C1CC2)CCC(CCC)OC)=O)F)C=C(C(=O)O)C (3-{2,6-difluoro-4-[4,5-dihydro-6-(3-methyloxyhexyl)naphtho[1,2-d]thiazol-2-ylcarbamoyl]phenyl}-2-methylacrylic acid). Isolated yield 82.6%. Reaction SMILES: C1COCC1.[OH-].[Na+].[F:8][C:9]1[CH:14]=[C:13]([C:15](=[O:38])[NH:16][C:17]2[S:18][C:19]3[CH2:29][CH2:28][C:27]4[C:22](=[CH:23][CH:24]=[CH:25][C:26]=4[CH2:30][CH2:31][CH:32]([O:36][CH3:37])[CH2:33][CH2:34][CH3:35])[C:20]=3[N:21]=2)[CH:12]=[C:11]([F:39])[C:10]=1[CH:40]=[C:41]([CH3:47])[C:42]([O:44]CC)=[O:43].Cl>CO>[F:39][C:11]1[CH:12]=[C:13]([C:15](=[O:38])[NH:16][C:17]2[S:18][C:19]3[CH2:29][CH2:28][C:27]4[C:22](=[CH:23][CH:24]=[CH:25][C:26]=4[CH2:30][CH2:31][CH:32]([O:36][CH3:37])[CH2:33][CH2:34][CH3:35])[C:20]=3[N:21]=2)[CH:14]=[C:9]([F:8])[C:10]=1[CH:40]=[C:41]([CH3:47])[C:42]([OH:44])=[O:43] |f:1.2|. Reported procedure: A mixture of THF (40 mL), methanol (40 mL), and 2N sodium hydroxide aqueous solution (40 mL) of 3-{2,6-difluoro-4-[4,5-dihydro-6-(3-methyloxyhexyl)naphtho[1,2-d]thiazol-2-ylcarbamoyl]phenyl}-2-methylacrylic acid ethyl ester (8) (7.0 g), was stirred at room temperature for 3 h. The reaction mixture was acidified with hydrochloric acid, and extracted with ethyl acetate. The organic layer was washed with water, and brine, dried over magnesium sulfate, and evaporated. The residue was recrystallized ...